Dataset: the Open Reaction Database (ORD), a public repository of structured organic reaction records. Task: describe an organic reaction: reactants, conditions, products, and yield Starting materials: C(C1=CC=CC=C1)OC(=O)N1C(CCCC1)C(NCC(C1=CC=CC=C1)=O)=O (2-(2-Oxo-2-phenyl-ethylcarbamoyl)-piperidine-1-carboxylic acid benzyl ester), C(C)(=O)[O-].[NH4+] (ammonium acetate), CC(=O)O (AcOH), C=1(C(=CC=CC1)C)C (xylene). The solvent is [Cl-].[Na+].O (brine). Conditions: temperature 165 celsius. Product: C1(=CC=CC=C1)C=1N=C(NC1)C1NCCCC1 (2-(4-phenyl-1H-imidazol-2-yl)-piperidine), C(C1=CC=CC=C1)OC(=O)N1C(CCCC1)C=1NC=C(N1)C1=CC=CC=C1 (2-(4-phenyl-1H-imidazol-2-yl)-piperidine-1-carboxylic acid benzyl ester). RXN SMILES: [CH2:1]([O:8][C:9]([N:11]1[CH2:16][CH2:15][CH2:14][CH2:13][CH:12]1[C:17](=O)[NH:18][CH2:19][C:20](=O)[C:21]1[CH:26]=[CH:25][CH:24]=[CH:23][CH:22]=1)=[O:10])[C:2]1[CH:7]=[CH:6][CH:5]=[CH:4][CH:3]=1.C([O-])(=O)C.[NH4+:33].CC(O)=O.C1(C)C(C)=CC=CC=1>[Cl-].[Na+].O>[C:21]1([C:20]2[N:33]=[C:17]([CH:12]3[CH2:13][CH2:14][CH2:15][CH2:16][NH:11]3)[NH:18][CH:19]=2)[CH:26]=[CH:25][CH:24]=[CH:23][CH:22]=1.[CH2:1]([O:8][C:9]([N:11]1[CH2:16][CH2:15][CH2:14][CH2:13][CH:12]1[C:17]1[NH:18][CH:19]=[C:20]([C:21]2[CH:26]=[CH:25][CH:24]=[CH:23][CH:22]=2)[N:33]=1)=[O:10])[C:2]1[CH:7]=[CH:6][CH:5]=[CH:4][CH:3]=1 |f:1.2,5.6.7|. Procedure details: 2-(2-Oxo-2-phenyl-ethylcarbamoyl)-piperidine-1-carboxylic acid benzyl ester (22.83 g, 60 mmol), NH4OAc (ammonium acetate) (63.5 g, 824 mmol), AcOH (acetic acid) (30 mL), and xylene (350 mL) were mixed at room temperature, and with stirring the reaction mixture was warmed in an oil bath at 165° C. for about 6 hours. The reaction mixture was then cooled to room temperature and poured into brine. The organic phase was dried over MgSO4, filtered, and concentrated under reduced pressure to yield 31.2... The reactants are C=C1CC(C1)C(=O)O (3-Methylenecyclobutanecarboxylic acid), C(CCl)Cl (EDC), C=1C=CC2=C(C1)N=NN2O (HOBT), ClC=1C(=NC=CN1)C(C1=CC=C2C=CC(=NC2=C1)C1=CC=CC=C1)N (C-(3-Chloro-pyrazin-2-yl)-C-(2-phenylquinolin-7-yl)-methylamine). Run in C(Cl)Cl (CH2Cl2), C(Cl)Cl (CH2Cl2). Yields the product ClC=1C(=NC=CN1)C(C1=CC=C2C=CC(=NC2=C1)C1=CC=CC=C1)NC(=O)C1CC(C1)=C (3-Methylenecyclobutanecarboxylic acid [(3-chloropyrazin-2-yl)-(2-phenyl-quinolin-7-yl)-methyl]-amide). As a reaction SMILES: [Cl:1][C:2]1[C:3]([CH:8]([NH2:25])[C:9]2[CH:18]=[C:17]3[C:12]([CH:13]=[CH:14][C:15]([C:19]4[CH:24]=[CH:23][CH:22]=[CH:21][CH:20]=4)=[N:16]3)=[CH:11][CH:10]=2)=[N:4][CH:5]=[CH:6][N:7]=1.C(Cl)CCl.C1C=CC2N(O)N=NC=2C=1.[CH2:40]=[C:41]1[CH2:44][CH:43]([C:45](O)=[O:46])[CH2:42]1>C(Cl)Cl>[Cl:1][C:2]1[C:3]([CH:8]([NH:25][C:45]([CH:43]2[CH2:44][C:41](=[CH2:40])[CH2:42]2)=[O:46])[C:9]2[CH:18]=[C:17]3[C:12]([CH:13]=[CH:14][C:15]([C:19]4[CH:24]=[CH:23][CH:22]=[CH:21][CH:20]=4)=[N:16]3)=[CH:11][CH:10]=2)=[N:4][CH:5]=[CH:6][N:7]=1. Reported procedure: C-(3-Chloro-pyrazin-2-yl)-C-(2-phenylquinolin-7-yl)-methylamine (690 mg, 1.99 mmol) was dissolved in 6.0 mL of CH2Cl2 followed by the addition of EDC (600 mg, 2.98 mmol) and HOBT (300 mg, 1.99 mmol). 3-Methylenecyclobutanecarboxylic acid (300 mg, 2.59 mmol) was dissolved in 1.0 mL of CH2Cl2 and added to the homogenous reaction mixture. After 24 h the reaction was concentrated in vacuo and dissolved in EtOAc and the organic layer was washed with sat. NaHCO3. The organic layer was washed with H2O ...